Task: describe an organic reaction: reactants, conditions, products, and yield. Dataset: the Open Reaction Database (ORD), a public repository of structured organic reaction records Starting materials: COC1=C(C=CC(=C1)OC)C(CC(=O)OCC)=O (ethyl 3-(2,4-dimethoxyphenyl)-3-oxopropanoate), NCCNC(OC(C)(C)C)=O (tert-butyl 2-aminoethylcarbamate), C(C)(=O)O (acetic acid). Run in C(C)O (ethanol). Yields the product C(C)(C)(C)OC(=O)NCCN\C(=C/C(=O)OCC)\C1=C(C=C(C=C1)OC)OC ((Z)-ethyl 3-(2-(tert-butoxycarbonylamino)ethylamino)-3-(2,4-dimethoxyphenyl)acrylate). RXN SMILES: [CH3:1][O:2][C:3]1[CH:8]=[C:7]([O:9][CH3:10])[CH:6]=[CH:5][C:4]=1[C:11](=O)[CH2:12][C:13]([O:15][CH2:16][CH3:17])=[O:14].[NH2:19][CH2:20][CH2:21][NH:22][C:23](=[O:29])[O:24][C:25]([CH3:28])([CH3:27])[CH3:26].C(O)(=O)C>C(O)C>[C:25]([O:24][C:23]([NH:22][CH2:21][CH2:20][NH:19]/[C:11](/[C:4]1[CH:5]=[CH:6][C:7]([O:9][CH3:10])=[CH:8][C:3]=1[O:2][CH3:1])=[CH:12]\[C:13]([O:15][CH2:16][CH3:17])=[O:14])=[O:29])([CH3:28])([CH3:27])[CH3:26]. Procedure: A solution of ethyl 3-(2,4-dimethoxyphenyl)-3-oxopropanoate (41.91 g, 166 mmol), tert-butyl 2-aminoethylcarbamate (54.7 g, 342 mmol), and acetic acid (16.14 g, 269 mmol) in ethanol (180 mL) was heated at reflux for 5.3 h. After removal of most of the solvent by rotary evaporation, the resulting oil was partitioned between EtOAc (ca. 300 mL) and 10% (w/v) aq. ammonium chloride. The EtOAc layer was separated and then washed with water, 10% (w/v) aq. ammonium chloride (3 mL), and brine (10 mL). The... Reactants: C(C1=CC=CC=C1)C1CCN(CC1)C(C(=O)O)=O ((4-benzylpiperidin-1-yl)oxoacetic acid), [Cl-] (chloride). Product: C(C1=CC=CC=C1)C1CCN(CC1)C(C(=O)Cl)=O ((4-Benzylpiperidin-1-yl)oxoacetyl Chloride). The yield is 99.5%. RXN SMILES: [CH2:1]([CH:8]1[CH2:13][CH2:12][N:11]([C:14](=[O:18])[C:15](O)=[O:16])[CH2:10][CH2:9]1)[C:2]1[CH:7]=[CH:6][CH:5]=[CH:4][CH:3]=1.[Cl-:19]>>[CH2:1]([CH:8]1[CH2:13][CH2:12][N:11]([C:14](=[O:18])[C:15]([Cl:19])=[O:16])[CH2:10][CH2:9]1)[C:2]1[CH:7]=[CH:6][CH:5]=[CH:4][CH:3]=1. Procedure: A mixture of 26.2 g (106 mmol) of (4-benzylpiperidin-1-yl)oxoacetic acid and 50 ml of thinyl chloride is refluxed for 2 h, then cooled and concentrated to yield 28.0 g (99.5%) of the title compound as an oil. Starting materials: C(C)OC(C[C@H](CCCCCCC=1C=CC2=C(NCCCC2)N1)C=1C=NC(=NC1)C)=O (3(S)-(2-Methyl-pyrimidin-5-yl)-9-(6,7,8,9-tetrahydro-5H-pyrido[2,3-b]azepin-2-yl)-nonanoic acid ethyl ester), [OH-].[Na+] (NaOH). Run in C(C)O (ethanol). Conditions: temperature 50 celsius, time 30 minute. The product is CC1=NC=C(C=N1)[C@H](CC(=O)O)CCCCCCC=1C=CC2=C(NCCCC2)N1 (3(S)-(2-Methyl-pyrimidin-5-yl)-9-(6,7,8,9-tetrahydro-5H-pyrido[2,3-b]azepin-2-yl)-nonanoic acid). Reaction SMILES: C([O:3][C:4](=[O:31])[CH2:5][C@@H:6]([C:24]1[CH:25]=[N:26][C:27]([CH3:30])=[N:28][CH:29]=1)[CH2:7][CH2:8][CH2:9][CH2:10][CH2:11][CH2:12][C:13]1[CH:14]=[CH:15][C:16]2[CH2:22][CH2:21][CH2:20][CH2:19][NH:18][C:17]=2[N:23]=1)C.[OH-].[Na+]>C(O)C>[CH3:30][C:27]1[N:26]=[CH:25][C:24]([C@@H:6]([CH2:7][CH2:8][CH2:9][CH2:10][CH2:11][CH2:12][C:13]2[CH:14]=[CH:15][C:16]3[CH2:22][CH2:21][CH2:20][CH2:19][NH:18][C:17]=3[N:23]=2)[CH2:5][C:4]([OH:31])=[O:3])=[CH:29][N:28]=1 |f:1.2|. Procedure details: To a solution of 8-14 (0.50 g, 1.36 mmol) in ethanol (10 mL) was added 1N NaOH (1.5 mL), and the mixture stirred at 50° C. for 30 minutes, then concentrated. The residue was chromatographed on silica gel (25:10:1:1 to 15:10:1:1 EtOAc/EtOH/NH4OH/H2O) to give 8-15 as a yellow solid. Starting materials: O=c1c(Br)cc(Cl)cn1Cc1ccccc1, CCCC[Sn](CCCC)(CCCC)c1ccc(CC(NC(=O)OC(C)(C)C)C(=O)OC)cc1, ClCCl, CN(C)C=O. The product is COC(=O)C(Cc1ccc(-c2cc(Cl)cn(Cc3ccccc3)c2=O)cc1)NC(=O)OC(C)(C)C. As a reaction SMILES: [CH2:1]([c:2]1[cH:3][cH:4][cH:5][cH:6][cH:7]1)[n:8]1[c:9](=[O:16])[c:10]([Br:15])[cH:11][c:12]([Cl:14])[cH:13]1.[CH3:17][O:18][C:19]([CH:20]([NH:21][C:22](=[O:23])[O:24][C:25]([CH3:26])([CH3:27])[CH3:28])[CH2:29][c:30]1[cH:31][cH:32][c:33]([Sn:36]([CH2:37][CH2:38][CH2:39][CH3:40])([CH2:41][CH2:42][CH2:43][CH3:44])[CH2:45][CH2:46][CH2:47][CH3:48])[cH:34][cH:35]1)=[O:49].[Cl:55][CH2:56][Cl:57].[O:50]=[CH:51][N:52]([CH3:53])[CH3:54]>>[CH2:1]([c:2]1[cH:3][cH:4][cH:5][cH:6][cH:7]1)[n:8]1[c:9](=[O:16])[c:10](-[c:33]2[cH:32][cH:31][c:30]([CH2:29][CH:20]([C:19]([O:18][CH3:17])=[O:49])[NH:21][C:22](=[O:23])[O:24][C:25]([CH3:26])([CH3:27])[CH3:28])[cH:35][cH:34]2)[cH:11][c:12]([Cl:14])[cH:13]1. Starting materials: BrC=1C=C(C=NC1)NC(C)=O (N-(5-bromopyridin-3-yl)acetamide), C(CCC)[Sn](C(=C)OCC)(CCCC)CCCC (tributyl(1-ethoxyvinyl)stannane). Reagents/catalysts: Cl[Pd]([P](C1=CC=CC=C1)(C2=CC=CC=C2)C3=CC=CC=C3)([P](C4=CC=CC=C4)(C5=CC=CC=C5)C6=CC=CC=C6)Cl (Pd(PPh3)2Cl2). The solvent is CN(C)C=O (DMF), [F-].[K+] (KF). Reaction conditions: temperature 80 celsius, time 24 hour. The product is C(C)OC(=C)C=1C=C(C=NC1)NC(C)=O (N-[5-(1-ethoxyvinyl)pyridin-3-yl]acetamide). Reaction SMILES: Br[C:2]1[CH:3]=[C:4]([NH:8][C:9](=[O:11])[CH3:10])[CH:5]=[N:6][CH:7]=1.C([Sn](CCCC)(CCCC)[C:17]([O:19][CH2:20][CH3:21])=[CH2:18])CCC>CN(C=O)C.[F-].[K+].Cl[Pd](Cl)([P](C1C=CC=CC=1)(C1C=CC=CC=1)C1C=CC=CC=1)[P](C1C=CC=CC=1)(C1C=CC=CC=1)C1C=CC=CC=1>[CH2:20]([O:19][C:17]([C:2]1[CH:3]=[C:4]([NH:8][C:9](=[O:11])[CH3:10])[CH:5]=[N:6][CH:7]=1)=[CH2:18])[CH3:21] |f:3.4,^1:39,58|. Procedure details: To a solution of N-(5-bromopyridin-3-yl)acetamide (2.7 mmol) and Pd(PPh3)2Cl2 (0.13 mmol) in DMF (5 mL) under an atmosphere of nitrogen was added tributyl(1-ethoxyvinyl)stannane (2.97 mmol). The reaction was allowed to stir at 80° C. until for approximately 24 hrs. The reaction mixture was allowed to cool to rt and then diluted with aq KF solution (10 mL) and allowed to stir for 30 min. A thick white precipitate formed and was filtered. The filter cake was washed with water and Et2O. The filtrat...